This data is from the Open Reaction Database (ORD), a public repository of structured organic reaction records. The task is: describe an organic reaction: reactants, conditions, products, and yield The reactants are O=C([O-])[O-], CCOc1ccc(B(O)O)cc1C(F)(F)F, C1CCOC1, CN(C)c1nc2c(C#N)nc(Cl)cc2[nH]1, [K+], [K+]. Product: CCOc1ccc(-c2cc3[nH]c(N(C)C)nc3c(C#N)n2)cc1C(F)(F)F. RXN SMILES: [C:32](=[O:33])([O-:34])[O-:35].[CH2:16]([CH3:17])[O:18][c:19]1[c:20]([C:28]([F:29])([F:30])[F:31])[cH:21][c:22]([B:25]([OH:26])[OH:27])[cH:23][cH:24]1.[CH2:38]1[O:39][CH2:40][CH2:41][CH2:42]1.[Cl:1][c:2]1[cH:3][c:4]2[c:5]([c:6]([C:8]#[N:9])[n:7]1)[n:10][c:11]([N:13]([CH3:14])[CH3:15])[nH:12]2.[K+:36].[K+:37]>>[c:2]1(-[c:22]2[cH:21][c:20]([C:28]([F:29])([F:30])[F:31])[c:19]([O:18][CH2:16][CH3:17])[cH:24][cH:23]2)[cH:3][c:4]2[c:5]([c:6]([C:8]#[N:9])[n:7]1)[n:10][c:11]([N:13]([CH3:14])[CH3:15])[nH:12]2. Reactants: O1N=C(C2=C1C=CC=C2)CC(=O)O (1,2-benzisoxazole-3-acetic acid), CCOCC (ether), Cl (HCl). Run in CO (methanol). Product: O1N=C(C2=C1C=CC=C2)CC(=O)OC (methyl 1,2-benzisoxazole-3-acetate). As a reaction SMILES: [O:1]1[C:5]2[CH:6]=[CH:7][CH:8]=[CH:9][C:4]=2[C:3]([CH2:10][C:11]([OH:13])=[O:12])=[N:2]1.[CH3:14]COCC.Cl>CO>[O:1]1[C:5]2[CH:6]=[CH:7][CH:8]=[CH:9][C:4]=2[C:3]([CH2:10][C:11]([O:13][CH3:14])=[O:12])=[N:2]1. Procedure details: A solution of 1,2-benzisoxazole-3-acetic acid (prepared according to G. Casini et al, J. Het. Chem. 6, 1969, 279) (18 g), ether saturated with dry HCl (150 ml) and methanol (200 ml) was stirred for 2 h at room temperature. Removal of the volatiles in vacuo gave methyl 1,2-benzisoxazole-3-acetate (17 g) as an oil. The oil was dissolved in tetrahydrofuran (100 ml) and added dropwise to a suspension of lithium aluminium hydride (6 g) in tetrahydrofuran (200 ml) at 0-10° C. followed by stirring for ...